From a dataset of the Open Reaction Database (ORD), a public repository of structured organic reaction records. describe an organic reaction: reactants, conditions, products, and yield The reactants are C(C)OC(CC1CCN(CC1)C1=C(C=CC=C1)[N+](=O)[O-])=O ([1-(2-nitro-phenyl)-piperidin-4-yl]-acetic acid ethyl ester). The reagents and catalysts are [Pd] (palladium on carbon). Run in CO (methanol). Conditions: time 8 hour. The product is C(C)OC(CC1CCN(CC1)C1=C(C=CC=C1)N)=O ([1-(2-amino-phenyl)-piperidin-4-yl]-acetic acid ethyl ester). Isolated yield 96.3%. As a reaction SMILES: [CH2:1]([O:3][C:4](=[O:21])[CH2:5][CH:6]1[CH2:11][CH2:10][N:9]([C:12]2[CH:17]=[CH:16][CH:15]=[CH:14][C:13]=2[N+:18]([O-])=O)[CH2:8][CH2:7]1)[CH3:2]>CO.[Pd]>[CH2:1]([O:3][C:4](=[O:21])[CH2:5][CH:6]1[CH2:7][CH2:8][N:9]([C:12]2[CH:17]=[CH:16][CH:15]=[CH:14][C:13]=2[NH2:18])[CH2:10][CH2:11]1)[CH3:2]. Procedure: To a solution of 1.85 g (6.33 mmol) of [1-(2-nitro-phenyl)-piperidin-4-yl]-acetic acid ethyl ester in methanol (100 mL) is added 0.65 g (0.61 mmol) of 10% palladium on carbon. The mixture is placed under an atmosphere of hydrogen and shaken at room temperature overnight. The mixture is filtered through a pad of diatomaceous earth and concentrated under reduced pressure to provide 1.60 g (96.4%) of [1-(2-amino-phenyl)-piperidin-4-yl]-acetic acid ethyl ester as an orange oil. The reactants are C(C)(=O)O[BH-](OC(C)=O)OC(C)=O.[Na+] (Sodium triacetoxyborohydride), C(C)(=O)O (Acetic acid), C(C)(C)C=1SC=C(N1)C(=O)N1CCOC2(C1)CCN(CC2)CCCCCC(C=O)(C)C (7-(4-(2-Isopropylthiazole-4-carbonyl)-1-oxa-4,9-diazaspiro[5.5]undecan-9-yl)-2,2-dimethylheptanal), C(C)(=O)O.NC[C@H](O)C1=CC=C(C=2NC(SC21)=O)O (7-[(1R)-2-Amino-1-hydroxy-ethyl]-4-hydroxy-3H-benzothiazol-2-one, acetate salt). Solvent: CO (methanol). Run at temperature 0 celsius, time 5 minute. Product: C(=O)O.OC1=CC=C(C2=C1NC(S2)=O)[C@H](CNCC(CCCCCN2CCC1(CN(CCO1)C(=O)C=1N=C(SC1)C(C)C)CC2)(C)C)O ((R)-4-Hydroxy-7-(1-hydroxy-2-(7-(4-(2-isopropylthiazole-4-carbonyl)-1-oxa-4,9-diazaspiro[5.5]undecan-9-yl)-2,2-dimethylheptylamino)ethyl)benzo[d]thiazol-2(3H)-one formate). RXN SMILES: [C:1]([OH:4])(=[O:3])C.[CH:5]([C:8]1[S:9][CH:10]=[C:11]([C:13]([N:15]2[CH2:20][C:19]3([CH2:25][CH2:24][N:23]([CH2:26][CH2:27][CH2:28][CH2:29][CH2:30][C:31]([CH3:35])([CH3:34])[CH:32]=O)[CH2:22][CH2:21]3)[O:18][CH2:17][CH2:16]2)=[O:14])[N:12]=1)([CH3:7])[CH3:6].C(O)(=O)C.[NH2:40][CH2:41][C@@H:42]([C:44]1[C:52]2[S:51][C:50](=[O:53])[NH:49][C:48]=2[C:47]([OH:54])=[CH:46][CH:45]=1)[OH:43].C(O[BH-](OC(=O)C)OC(=O)C)(=O)C.[Na+]>CO>[CH:1]([OH:4])=[O:3].[OH:54][C:47]1[C:48]2[NH:49][C:50](=[O:53])[S:51][C:52]=2[C:44]([C@@H:42]([OH:43])[CH2:41][NH:40][CH2:35][C:31]([CH3:32])([CH3:34])[CH2:30][CH2:29][CH2:28][CH2:27][CH2:26][N:23]2[CH2:22][CH2:21][C:19]3([O:18][CH2:17][CH2:16][N:15]([C:13]([C:11]4[N:12]=[C:8]([CH:5]([CH3:7])[CH3:6])[S:9][CH:10]=4)=[O:14])[CH2:20]3)[CH2:25][CH2:24]2)=[CH:45][CH:46]=1 |f:2.3,4.5,7.8|. Procedure: Acetic acid (0.053 mL) was added to a mixture of 7-(4-(2-isopropylthiazole-4-carbonyl)-1-oxa-4,9-diazaspiro[5.5]undecan-9-yl)-2,2-dimethylheptanal (example 102, step d) (0.33 g) and (R)-7-(2-amino-1-hydroxyethyl)-4-hydroxybenzo[d]thiazol-2(3H)-one hydrochloride (WO2007027134, example 1, step d) (0.25 g) with 3 Å molecular sieves in anhydrous methanol (10 mL). The mixture was stirred for 5 min then cooled to 0° C. Sodium triacetoxyborohydride (0.13 g) was added and the resulting mixture stirred a... Reactants: C(=O)NC=1SC=C(N1)C(C(=O)O)=O (2-(2-formamidothiazol-4-yl)glyoxylic acid), Cl.O1N=C(C=C1)CON ((3-isoxazolyl)methoxyamine hydrochloride), C([O-])(O)=O.[Na+] (sodium bicarbonate). The solvent is O (water). Conditions: time 4 hour. The product is C(=O)NC=1SC=C(N1)C(C(=O)O)=NOCC1=NOC=C1 (2-(2-formamidothiazol-4-yl)-2-[(3-isoxazolyl)methoxyimino]acetic acid). Yield: 76.8%. RXN SMILES: [CH:1]([NH:3][C:4]1[S:5][CH:6]=[C:7]([C:9](=O)[C:10]([OH:12])=[O:11])[N:8]=1)=[O:2].Cl.[O:15]1[CH:19]=[CH:18][C:17]([CH2:20][O:21][NH2:22])=[N:16]1.C(=O)(O)[O-].[Na+]>O>[CH:1]([NH:3][C:4]1[S:5][CH:6]=[C:7]([C:9](=[N:22][O:21][CH2:20][C:17]2[CH:18]=[CH:19][O:15][N:16]=2)[C:10]([OH:12])=[O:11])[N:8]=1)=[O:2] |f:1.2,3.4|. Procedure: A mixture of 2-(2-formamidothiazol-4-yl)glyoxylic acid (5 g.), (3-isoxazolyl)methoxyamine hydrochloride (4.53 g.), sodium bicarbonate (4.2 g.) and water (200 ml.) was stirred at room temperature for 4 hours, while keeping at pH 5.0. After removing the insoluble substance from the resultant mixture by filtration, the filtrate was adjusted to pH 1.5 with 10% hydrochloric acid and stirred at 5° C. for 30 minutes. The precipitates were collected by filtration, washed with water and dried to give 2-(... The reactants are ClC1=C(CN(CCCOC2=C(C(=CC=C2)[N+](=O)[O-])C)CC(C2=CC=CC=C2)C2=CC=CC=C2)C=CC=C1C(F)(F)F ((2-Chloro-3-trifluoromethyl-benzyl)-(2,2-diphenyl-ethyl)-[3-(2-methyl-3-nitro-phenoxy)-propyl]-amine), C(Cl)(Cl)Cl (CHCl3). Reagents/catalysts: [Pd] (Pd/C). The solvent is CO (methanol). Run at time 2.5 hour. Yields the product ClC1=C(CN(CCCOC=2C(=C(C=CC2)N)C)CC(C2=CC=CC=C2)C2=CC=CC=C2)C=CC=C1C(F)(F)F (3-{3-[(2-Chloro-3-trifluoromethyl-benzyl)-diphenylethyl-amino]-propoxy}-2-methyl-phenylamine). Isolated yield 75.0%. RXN SMILES: [Cl:1][C:2]1[C:37]([C:38]([F:41])([F:40])[F:39])=[CH:36][CH:35]=[CH:34][C:3]=1[CH2:4][N:5]([CH2:20][CH:21]([C:28]1[CH:33]=[CH:32][CH:31]=[CH:30][CH:29]=1)[C:22]1[CH:27]=[CH:26][CH:25]=[CH:24][CH:23]=1)[CH2:6][CH2:7][CH2:8][O:9][C:10]1[CH:15]=[CH:14][CH:13]=[C:12]([N+:16]([O-])=O)[C:11]=1[CH3:19].C(Cl)(Cl)Cl>CO.[Pd]>[Cl:1][C:2]1[C:37]([C:38]([F:39])([F:40])[F:41])=[CH:36][CH:35]=[CH:34][C:3]=1[CH2:4][N:5]([CH2:20][CH:21]([C:22]1[CH:23]=[CH:24][CH:25]=[CH:26][CH:27]=1)[C:28]1[CH:33]=[CH:32][CH:31]=[CH:30][CH:29]=1)[CH2:6][CH2:7][CH2:8][O:9][C:10]1[C:11]([CH3:19])=[C:12]([NH2:16])[CH:13]=[CH:14][CH:15]=1. Procedure details: (2-Chloro-3-trifluoromethyl-benzyl)-(2,2-diphenyl-ethyl)-[3-(2-methyl-3-nitro-phenoxy)-propyl]-amine (300 mg, 0.51 mmol) was dissolved in methanol (100 ml), and hydrogenated with 10% Pd/C (40 mg) at 60 psi at room temperature. After 2.5 h, the reaction mixture was filtered and concentrated in vacuo to give an amber oil, 0.25 g (89%). Flash silica gel chromatography (Supelco Discovery DSC-Si) (CHCl3) afforded the title compound as a pure oil (75%). MS (ESI) 552.5 (M−H+). Reactants: C(CC(=O)OCC)(=O)OCC (diethyl malonate), [H-].[Na+] (sodium hydride), ICCN1C(=CC=C1)C(C1=CC=CC=C1)=O (1-(2-iodoethyl)-2-benzoylpyrrole), O (water). Solvent: CN(C=O)C (N,N-dimethylformamide), CN(C=O)C (N,N-dimethylformamide). Run at time 30 minute. Yields the product C(C1=CC=CC=C1)(=O)C=1N(C=CC1)CCC(C(=O)OCC)C(=O)OCC (2-benzoyl-1-[3,3-di(ethoxycarbonyl)propyl]pyrrole). Isolated yield 81.5%. Reaction SMILES: [C:1]([O:9][CH2:10][CH3:11])(=[O:8])[CH2:2][C:3]([O:5][CH2:6][CH3:7])=[O:4].[H-].[Na+].I[CH2:15][CH2:16][N:17]1[CH:21]=[CH:20][CH:19]=[C:18]1[C:22](=[O:29])[C:23]1[CH:28]=[CH:27][CH:26]=[CH:25][CH:24]=1.O>CN(C)C=O>[C:22]([C:18]1[N:17]([CH2:16][CH2:15][CH:2]([C:3]([O:5][CH2:6][CH3:7])=[O:4])[C:1]([O:9][CH2:10][CH3:11])=[O:8])[CH:21]=[CH:20][CH:19]=1)(=[O:29])[C:23]1[CH:24]=[CH:25][CH:26]=[CH:27][CH:28]=1 |f:1.2|. Procedure: To a solution of diethyl malonate (5.40 g, 33.8 mmol) in anhydrous N,N-dimethylformamide (50 mL) at 0° C. was added sodium hydride (60% in mineral oil, 1.35 g, 33.8 mmol). The reaction mixture was warmed and stirred at room temperature for 30 minutes. To this mixture was then added a solution of 1-(2-iodoethyl)-2-benzoylpyrrole (11.0 g, 33.8 mmol) in N,N-dimethylformamide (50 mL). The reaction mixture was stirred at room temperature for 16 hours. The mixture was poured into water (1000 mL) and e... As a reaction SMILES: [CH:19](=[O:20])[N:21]1[CH2:22][CH2:23][NH:24][CH2:25][CH2:26]1.[c:1]1([C:7]2([c:13]3[cH:14][cH:15][cH:16][cH:17][cH:18]3)[CH2:8][CH:9]=[CH:10][CH:11]2[OH:12])[cH:2][cH:3][cH:4][cH:5][cH:6]1>>[c:1]1([C:7]2([c:13]3[cH:14][cH:15][cH:16][cH:17][cH:18]3)[CH2:8][CH:9]([N:24]3[CH2:23][CH2:22][N:21]([CH:19]=[O:20])[CH2:26][CH2:25]3)[CH:10]=[CH:11]2)[cH:2][cH:3][cH:4][cH:5][cH:6]1. Reactants: O=CN1CCNCC1, OC1C=CCC1(c1ccccc1)c1ccccc1. Product: O=CN1CCN(C2C=CC(c3ccccc3)(c3ccccc3)C2)CC1.